Dataset: the Open Reaction Database (ORD), a public repository of structured organic reaction records. Task: describe an organic reaction: reactants, conditions, products, and yield The reactants are C(C=C)(=O)O (acrylic acid). The solvent is OCC(O)CO (glycerin). Product: C(C=C)(=O)O (acrylic acid), C(=O)C=C (acrolein). Reaction SMILES: [C:1]([OH:5])(=[O:4])[CH:2]=[CH2:3]>OCC(CO)O>[C:1]([OH:5])(=[O:4])[CH:2]=[CH2:3].[CH:1]([CH:2]=[CH2:3])=[O:4]. Reported procedure: Then, the qualitative and quantitative analyses of the flowing-out material were carried out by gas chromatography (GC). As a result of the qualitative analysis by GC, acrolein was detected together with glycerin and acrylic acid. Further, as a result of the quantitative analysis, conversion rate, yield of acrylic acid, and yield of acrolein were calculated. In this regard, the conversion rate is a value calculated by the following formula (1) and the yield of acrylic acid is a value calculated ...